Dataset: the Open Reaction Database (ORD), a public repository of structured organic reaction records. Task: describe an organic reaction: reactants, conditions, products, and yield The reactants are C(C)(C)C1(C(C=C(CC1)C)C)C=O (1-Isopropyl-2,4-dimethyl-cyclohex-3-enecarbaldehyde), C(C)(C)[Mg]Cl (Isopropylmagnesium chloride). Solvent: O1CCCC1 (tetrahydrofuran), O1CCCC1 (THF). Run at time 3 hour. Yields the product C(C)(C)C1(C(C=C(CC1)C)C)CO ((1-isopropyl-2,4-dimethyl-cyclohex-3-enyl)-methanol). RXN SMILES: C([Mg]Cl)(C)C.[CH:6]([C:9]1([CH:17]=[O:18])[CH2:14][CH2:13][C:12]([CH3:15])=[CH:11][CH:10]1[CH3:16])([CH3:8])[CH3:7]>O1CCCC1>[CH:6]([C:9]1([CH2:17][OH:18])[CH2:14][CH2:13][C:12]([CH3:15])=[CH:11][CH:10]1[CH3:16])([CH3:8])[CH3:7]. Procedure details: Isopropylmagnesium chloride ((CH3)2HCMgCl) in tetrahydrofuran (THF) (1.6 L, 3.2 mol) was loaded into a flame-dried 5 L round bottom flask. Additional THF (1 L) was added. 1-Isopropyl-2,4-dimethyl-cyclohex-3-enecarbaldehyde (obtained as detailed above) was then fed for over 2 hours at 0° C. under nitrogen. The reaction mixture was aged at 0° C. for another 3 hours and then quenched by pouring the reaction mixture onto a sulfuric acid solution (10%) on crushed ice. The organic layer was separated,... The reactants are ClC1=NC(=C(C=C1C(CC(=O)OCC)=O)F)Cl (Ethyl 3-(2,6-dichloro-5-fluoropyridin-3-yl)-3-oxo-propionate), C(C)(=O)NC1CNCC1 (3-acetylaminopyrrolidine). The product is C(C)(=O)NC1CN(CC1)C1=C(C=C(C(=N1)Cl)C(CC(=O)OCC)=O)F (ethyl 3-[6-(3-acetylamino-1-pyrrolidinyl)-2-chloro-5-fluoropyridin-3-yl]-3-oxopropionate). RXN SMILES: [Cl:1][C:2]1[C:7]([C:8](=[O:15])[CH2:9][C:10]([O:12][CH2:13][CH3:14])=[O:11])=[CH:6][C:5]([F:16])=[C:4](Cl)[N:3]=1.[C:18]([NH:21][CH:22]1[CH2:26][CH2:25][NH:24][CH2:23]1)(=[O:20])[CH3:19]>>[C:18]([NH:21][CH:22]1[CH2:26][CH2:25][N:24]([C:4]2[N:3]=[C:2]([Cl:1])[C:7]([C:8](=[O:15])[CH2:9][C:10]([O:12][CH2:13][CH3:14])=[O:11])=[CH:6][C:5]=2[F:16])[CH2:23]1)(=[O:20])[CH3:19]. Procedure: Ethyl 3-(2,6-dichloro-5-fluoropyridin-3-yl)-3-oxo-propionate (1.4 g) prepared in Reference Example 10-(3) was allowed to react with 3-acetylaminopyrrolidine to give ethyl 3-[6-(3-acetylamino-1-pyrrolidinyl)-2-chloro-5-fluoropyridin-3-yl]-3-oxopropionate (0.78 g) as a oil. This compound (0.74 g) was treated with ethyl orthoformate and acetic anhydride, and the resulting oil, ethyl 2-[6-(3-acetylamino-1-pyrrolidinyl)-2-chloro-5-fluoronicotinoyl]-3-ethoxyacrylate, was allowed to react with cyclopro... Reactants: Cc1cc(N(Cc2ccccc2)Cc2ccccc2)c2c(c1C(O)c1ccc(OCc3ccccc3)c(C(C)C)c1)CCC2, ClCCl. Product: Cc1cc(N(Cc2ccccc2)Cc2ccccc2)c2c(c1C(=O)c1ccc(OCc3ccccc3)c(C(C)C)c1)CCC2. As a reaction SMILES: [CH2:1]([c:2]1[cH:3][cH:4][cH:5][cH:6][cH:7]1)[O:8][c:9]1[c:10]([CH:42]([CH3:43])[CH3:44])[cH:11][c:12]([CH:15]([OH:16])[c:17]2[c:18]3[c:22]([c:23]([N:27]([CH2:28][c:29]4[cH:30][cH:31][cH:32][cH:33][cH:34]4)[CH2:35][c:36]4[cH:37][cH:38][cH:39][cH:40][cH:41]4)[cH:24][c:25]2[CH3:26])[CH2:21][CH2:20][CH2:19]3)[cH:13][cH:14]1.[Cl:45][CH2:46][Cl:47]>>[CH2:1]([c:2]1[cH:3][cH:4][cH:5][cH:6][cH:7]1)[O:8][c:9]1[c:10]([CH:42]([CH3:43])[CH3:44])[cH:11][c:12]([C:15](=[O:16])[c:17]2[c:18]3[c:22]([c:23]([N:27]([CH2:28][c:29]4[cH:30][cH:31][cH:32][cH:33][cH:34]4)[CH2:35][c:36]4[cH:37][cH:38][cH:39][cH:40][cH:41]4)[cH:24][c:25]2[CH3:26])[CH2:21][CH2:20][CH2:19]3)[cH:13][cH:14]1. The reactants are O1C(=NC2=C1C=CC=C2)C(C(CC)NC(C(CC2CCCCC2)NC(C2=CC=CC=C2)=NS(=O)(=O)C)=O)O (N-[1-(benzoxazol-2-yl-hydroxymethyl)propyl]-3-cyclohexyl-2-[(methanesulfonyliminophenylmethyl)amino]propionamide), CC(=O)OI1(C=2C=CC=CC2C(=O)O1)(OC(=O)C)OC(=O)C (Dess-Martin periodinane), S(=S)(=O)([O-])[O-].[Na+].[Na+] (sodium thiosulfate), C([O-])(O)=O.[Na+] (sodium bicarbonate). Run in C1CCOC1 (THF), C(C)(=O)OCC (ethyl acetate). Reaction conditions: time 1 hour. The product is O1C(=NC2=C1C=CC=C2)C(=O)C(CC)NC([C@H](CC2CCCCC2)NC(C2=CC=CC=C2)=NS(=O)(=O)C)=O (N-[1-(benzoxazol-2-ylcarbonyl)propyl]-3-cyclohexyl-2(S)-[(methanesulfonyliminophenylmethyl)amino]propionamide). Yield: 75.4%. Reaction SMILES: [O:1]1[C:5]2[CH:6]=[CH:7][CH:8]=[CH:9][C:4]=2[N:3]=[C:2]1[CH:10]([OH:38])[CH:11]([NH:14][C:15](=[O:37])[CH:16]([NH:24][C:25](=[N:32][S:33]([CH3:36])(=[O:35])=[O:34])[C:26]1[CH:31]=[CH:30][CH:29]=[CH:28][CH:27]=1)[CH2:17][CH:18]1[CH2:23][CH2:22][CH2:21][CH2:20][CH2:19]1)[CH2:12][CH3:13].CC(OI1(OC(C)=O)(OC(C)=O)OC(=O)C2C=CC=CC1=2)=O.S([O-])([O-])(=O)=S.[Na+].[Na+].C(=O)(O)[O-].[Na+]>C1COCC1.C(OCC)(=O)C>[O:1]1[C:5]2[CH:6]=[CH:7][CH:8]=[CH:9][C:4]=2[N:3]=[C:2]1[C:10]([CH:11]([NH:14][C:15](=[O:37])[C@@H:16]([NH:24][C:25](=[N:32][S:33]([CH3:36])(=[O:35])=[O:34])[C:26]1[CH:31]=[CH:30][CH:29]=[CH:28][CH:27]=1)[CH2:17][CH:18]1[CH2:19][CH2:20][CH2:21][CH2:22][CH2:23]1)[CH2:12][CH3:13])=[O:38] |f:2.3.4,5.6|. Procedure details: To a stirred solution of N-[1-(benzoxazol-2-yl-hydroxymethyl)propyl]-3-cyclohexyl-2-[(methanesulfonyliminophenylmethyl)amino]propionamide (250 mg, 0.463 mmol) in dry THF (10 mL) was added at room temperature Dess-Martin periodinane (265 mg, 0.626 mmol), and the mixture was stirred at the same temperature for 1 h. A 25% sodium thiosulfate solution (3 mL) and saturated sodium bicarbonate solution (3 mL) were added. The biphasic mixture was stirred for additional 30 min, diluted with ethyl acetate ... Reactants: FC(=C(F)F)F (tetrafluoroethylene), FOC(F)(F)OF (bis(fluoroxy)difluoromethane). Run in N#N (N2). Conditions: temperature -80 celsius. Yields the product FC1(OC(C(O1)(F)F)(F)F)F (perfluoro-1,3-dioxolane). As a reaction SMILES: F[O:2][C:3]([O:6]F)([F:5])[F:4].[F:8][C:9]([F:13])=[C:10]([F:12])[F:11]>N#N>[F:4][C:3]1([F:5])[O:6][C:9]([F:13])([F:8])[C:10]([F:12])([F:11])[O:2]1. Reported procedure: Into a multineck glass reactor equipped with: magnetic entrainment mechanical stirrer, reflux cooler, thermocouple, inner plunging pipes for introducing the reagents, and maintained at a temperature of -80° C., there were simultaneously fed-after having introduced 75 ml of FC 75-0.5 l of bis(fluoroxy)difluoromethane at a flowrate of 0.3 l/h diluted with N2 (0.5 l/h) and 5.0 g of tetrafluoroethylene (3.0 g/h). Reactants: Cc1ccc(Oc2cccc(C#N)c2)nc1, Cc1nc(F)ccc1C#N. The product is Cc1nc(F)ccc1CN. Reaction SMILES: [CH3:11][c:12]1[cH:13][cH:14][c:15]([O:16][c:17]2[cH:18][c:19]([C:23]#[N:24])[cH:20][cH:21][cH:22]2)[n:25][cH:26]1.[F:1][c:2]1[n:3][c:4]([CH3:10])[c:5]([C:6]#[N:7])[cH:8][cH:9]1>>[F:1][c:2]1[n:3][c:4]([CH3:10])[c:5]([CH2:6][NH2:7])[cH:8][cH:9]1. The reactants are ClC1=CC=C(OCC(=O)N2CCN(CC2)C=2C3=C(N=C(N2)C(=O)OCC)SC(=C3)C3=CC=C(C=C3)F)C=C1 (ethyl 4-(4-(2-(4-chlorophenoxy)acetyl)piperazin-1-yl)-6-(4-fluorophenyl)thieno[2,3-d]pyrimidine-2-carboxylate), COCCN (2-methoxyethylamine). Run in CO (MeOH). Reaction conditions: time 3 hour. Product: ClC1=CC=C(OCC(=O)N2CCN(CC2)C=2C3=C(N=C(N2)C(=O)NCCOC)SC(=C3)C3=CC=C(C=C3)F)C=C1 (4-(4-(2-(4-chlorophenoxy)acetyl)piperazin-1-yl)-6-(4-fluorophenyl)-N-(2-methoxyethyl)thieno[2,3-d]pyrimidine-2-carboxamide). Yield: 92.0%. RXN SMILES: [Cl:1][C:2]1[CH:38]=[CH:37][C:5]([O:6][CH2:7][C:8]([N:10]2[CH2:15][CH2:14][N:13]([C:16]3[C:17]4[CH:29]=[C:28]([C:30]5[CH:35]=[CH:34][C:33]([F:36])=[CH:32][CH:31]=5)[S:27][C:18]=4[N:19]=[C:20]([C:22](OCC)=[O:23])[N:21]=3)[CH2:12][CH2:11]2)=[O:9])=[CH:4][CH:3]=1.[CH3:39][O:40][CH2:41][CH2:42][NH2:43]>CO>[Cl:1][C:2]1[CH:38]=[CH:37][C:5]([O:6][CH2:7][C:8]([N:10]2[CH2:11][CH2:12][N:13]([C:16]3[C:17]4[CH:29]=[C:28]([C:30]5[CH:35]=[CH:34][C:33]([F:36])=[CH:32][CH:31]=5)[S:27][C:18]=4[N:19]=[C:20]([C:22]([NH:43][CH2:42][CH2:41][O:40][CH3:39])=[O:23])[N:21]=3)[CH2:14][CH2:15]2)=[O:9])=[CH:4][CH:3]=1. Procedure: To a suspension of ethyl 4-(4-(2-(4-chlorophenoxy)acetyl)piperazin-1-yl)-6-(4-fluorophenyl)thieno[2,3-d]pyrimidine-2-carboxylate (30 mg, 0.05 mmol) in MeOH (7 ml) was added 2-methoxyethylamine (0.7 ml). The mixture was stirred at room temperature for 3 hours. The solvents were removed under reduced pressure and the crude residue was purified by flash chromatography on silica gel (CH2Cl2/MeOH 50:1) to yield the title compound as a white solid (29 mg, 92%).